From a dataset of the Open Reaction Database (ORD), a public repository of structured organic reaction records. describe an organic reaction: reactants, conditions, products, and yield The reactants are C(Cl)(Cl)Cl (CHCl3), BrC1=CC=C(C=C1)OC (4-bromoanisole), N1CCOCC1 (morpholine), CC(C)(C)[O-].[Na+] (NaOt-Bu). The reagents and catalysts are C1(=CC=CC=C1)P(C=1[C-](C=CC1)N(C)C)C1=CC=CC=C1.[CH-]1C=CC=C1.[Fe+2] (2-Diphenylphosphino-dimethylaminoferrocene), C=1C=CC(=CC1)/C=C/C(=O)/C=C/C2=CC=CC=C2.C=1C=CC(=CC1)/C=C/C(=O)/C=C/C2=CC=CC=C2.C=1C=CC(=CC1)/C=C/C(=O)/C=C/C2=CC=CC=C2.[Pd].[Pd] (Pd2(dba)3). The solvent is C1(=CC=CC=C1)C (PhMe). The product is COC1=CC=C(C=C1)N1CCOCC1 (N-(4-Methoxyphenyl)morpholine). The yield is 66.2%. Reaction SMILES: Br[C:2]1[CH:7]=[CH:6][C:5]([O:8][CH3:9])=[CH:4][CH:3]=1.[NH:10]1[CH2:15][CH2:14][O:13][CH2:12][CH2:11]1.CC([O-])(C)C.[Na+].C(Cl)(Cl)Cl>C1(C)C=CC=CC=1.C1C=CC(/C=C/C(/C=C/C2C=CC=CC=2)=O)=CC=1.C1C=CC(/C=C/C(/C=C/C2C=CC=CC=2)=O)=CC=1.C1C=CC(/C=C/C(/C=C/C2C=CC=CC=2)=O)=CC=1.[Pd].[Pd].C1(P(C2C=CC=CC=2)C2[C-](N(C)C)C=CC=2)C=CC=CC=1.[CH-]1C=CC=C1.[Fe+2]>[CH3:9][O:8][C:5]1[CH:6]=[CH:7][C:2]([N:10]2[CH2:15][CH2:14][O:13][CH2:12][CH2:11]2)=[CH:3][CH:4]=1 |f:2.3,6.7.8.9.10,11.12.13|. Reported procedure: According to General Procedure B, a mixture of 4-bromoanisole (63 μL, 0.50 mmol), morpholine (52 μL, 0.60 mmol), NaOt-Bu (67 mg, 0.70 mmol), Pd2(dba)3.CHCl3 (10 mg, 0.01 mmol), and 12f (8 mg, 0.02 mmol) in PhMe (2.5 mL) was heated, cooled and filtered. Evaporation of the solvent under reduced pressure and column chromatography of the pre-adsorbed crude material (2:50:48 Et3N/Et2O/hexane, silica gel) gave 52e (64 mg, 67%) as an off-white solid. 1H NMR (300 MHz, CDCl3) δ 6.92-6.84 (m, 4H), 3.86 (t... Reactants: CC(C)Oc1ccc(-c2noc(-c3ccc(C=O)cc3)n2)cc1Br, CO, COC(OC)OC, O, Cc1ccc(S(=O)(=O)O)cc1. Product: COC(OC)c1ccc(-c2nc(-c3ccc(OC(C)C)c(Br)c3)no2)cc1. Reaction SMILES: [Br:1][c:2]1[cH:3][c:4](-[c:12]2[n:13][o:14][c:15](-[c:17]3[cH:18][cH:19][c:20]([CH:21]=[O:22])[cH:23][cH:24]3)[n:16]2)[cH:5][cH:6][c:7]1[O:8][CH:9]([CH3:10])[CH3:11].[CH3:44][OH:45].[CH:37]([O:38][CH3:39])([O:40][CH3:41])[O:42][CH3:43].[OH2:25].[c:26]1([CH3:27])[cH:28][cH:29][c:30]([S:31]([OH:32])(=[O:33])=[O:34])[cH:35][cH:36]1>>[Br:1][c:2]1[cH:3][c:4](-[c:12]2[n:13][o:14][c:15](-[c:17]3[cH:18][cH:19][c:20]([CH:37]([O:40][CH3:41])[O:42][CH3:43])[cH:23][cH:24]3)[n:16]2)[cH:5][cH:6][c:7]1[O:8][CH:9]([CH3:10])[CH3:11]. Starting materials: O=C([O-])[O-], C1COCCN1, CN(C)C=O, CCCOC(=O)c1cc2ccccc2cc1Oc1ccnc2cc(OCCCCl)c(OC)cc12, [K+], [K+], O. The product is CCCOC(=O)c1cc2ccccc2cc1Oc1ccnc2cc(OCCCN3CCOCC3)c(OC)cc12. Reaction SMILES: [C:35](=[O:36])([O-:37])[O-:38].[CH2:41]1[CH2:42][O:43][CH2:44][CH2:45][NH:46]1.[CH3:48][N:49]([CH3:50])[CH:51]=[O:52].[Cl:1][CH2:2][CH2:3][CH2:4][O:5][c:6]1[c:7]([O:33][CH3:34])[cH:8][c:9]2[c:10]([O:16][c:17]3[c:18]([C:27](=[O:28])[O:29][CH2:30][CH2:31][CH3:32])[cH:19][c:20]4[cH:21][cH:22][cH:23][cH:24][c:25]4[cH:26]3)[cH:11][cH:12][n:13][c:14]2[cH:15]1.[K+:39].[K+:40].[OH2:47]>>[CH2:2]([CH2:3][CH2:4][O:5][c:6]1[c:7]([O:33][CH3:34])[cH:8][c:9]2[c:10]([O:16][c:17]3[c:18]([C:27](=[O:28])[O:29][CH2:30][CH2:31][CH3:32])[cH:19][c:20]4[cH:21][cH:22][cH:23][cH:24][c:25]4[cH:26]3)[cH:11][cH:12][n:13][c:14]2[cH:15]1)[N:46]1[CH2:41][CH2:42][O:43][CH2:44][CH2:45]1. Starting materials: OCC(=O)[C@@H](O)[C@@H](O)[C@H](O)CO (D-tagatose), OCC(=O)[C@@H](O)[C@@H](O)[C@H](O)CO (D-tagatose), OCC(=O)[C@H](O)[C@@H](O)[C@H](O)CO (D-sorbose), 0. The product is O=C[C@H](O)[C@@H](O)[C@@H](O)[C@H](O)CO (D-Galactose). Reaction SMILES: [OH:1][CH2:2][C:3]([C@H:5]([C@H:7]([C@@H:9]([CH2:11][OH:12])[OH:10])[OH:8])[OH:6])=[O:4].OCC([C@@H]([C@H]([C@@H](CO)O)O)O)=O>>[O:1]=[CH:2][C@@H:3]([C@H:5]([C@H:7]([C@@H:9]([CH2:11][OH:12])[OH:10])[OH:8])[OH:6])[OH:4]. Procedure: A Ca(OH)2 slurry was prepared in a small bucket by carefully mixing 4.66 kg CaO with 14 1 water in an exothermic reaction. A 230 1 capacity stainless steel kettle, equipped with a strong agitator, was charged with 15.0 kg D-galactose and 135 1 deionized water and stirred until the sugar dissolved. With the solution stirring at 20° C., the Ca(OH)2 slurry weighing 18.7 kg was gradually added to the kettle. Addition was complete in hour. The progress of the reaction was monitored by HPLC analysis e... Starting materials: COCc1cc(O)ncn1, ClCCl, O=P(Cl)(Cl)Cl. Yields the product COCc1cc(Cl)ncn1. RXN SMILES: [CH3:1][O:2][CH2:3][c:4]1[cH:5][c:6]([OH:10])[n:7][cH:8][n:9]1.[Cl:16][CH2:17][Cl:18].[P:11]([Cl:12])([Cl:13])([Cl:14])=[O:15]>>[CH3:1][O:2][CH2:3][c:4]1[cH:5][c:6]([Cl:13])[n:7][cH:8][n:9]1. The reactants are C(#N)CC1=C(C=CC=C1)NC(C1=CN=CC=C1)=O (N-(2-cyanomethyl-phenyl)-nicotinamide), C(=O)([O-])[O-].[Cs+].[Cs+] (Cs2CO3), ICC (iodoethane). The solvent is CN(C)C=O (DMF), CN(C)C=O (DMF). Reaction conditions: temperature 100 celsius, time 2 hour. Yields the product C(C)N1C(=C(C2=CC=CC=C12)C#N)C=1C=NC=CC1 (1-ethyl-2-pyridin-3-yl-1H-indole-3-carbonitrile). As a reaction SMILES: [C:1]([CH2:3][C:4]1[CH:9]=[CH:8][CH:7]=[CH:6][C:5]=1[NH:10][C:11](=O)[C:12]1[CH:17]=[CH:16][CH:15]=[N:14][CH:13]=1)#[N:2].C([O-])([O-])=O.[Cs+].[Cs+].I[CH2:26][CH3:27]>CN(C=O)C>[CH2:26]([N:10]1[C:5]2[C:4](=[CH:9][CH:8]=[CH:7][CH:6]=2)[C:3]([C:1]#[N:2])=[C:11]1[C:12]1[CH:13]=[N:14][CH:15]=[CH:16][CH:17]=1)[CH3:27] |f:1.2.3|. Reported procedure: To a solution of N-(2-cyanomethyl-phenyl)-nicotinamide (Example 83a, 400 mg, 1.69 mmol) in DMF (17 mL) is added Cs2CO3 (1.1 g, 3.37 mmol). The reaction is heated to 80° C., at which time a solution of iodoethane (0.14 mL, 1.75 mmol) in DMF (5 mL) is added over 75 min. The temperature is then increased to 100° C. After stirring for an additional 2 h, the reaction is cooled to room temperature and quenched with saturated aqueous NH4Cl, and diluted with ethyl acetate and water. The layers are separ... Starting materials: OC(C)C1=CC(=C(OC2=CC=C(CNC(=O)C3(CC3)NC(=O)C=3C=NC=NC3)C=C2)C=C1)C(F)(F)F (pyrimidine-5-carboxylic acid(1-{4-[4-(1-hydroxyethyl)-2-trifluoromethyl-phenoxy]-benzylcarbamoyl}-cyclopropyl)amide), product. The reagents and catalysts are [O-2].[O-2].[Mn+4] (manganese dioxide). The solvent is ClCCl (dichloromethane). Run at time 3 day. Yields the product C(C)(=O)C1=CC(=C(OC2=CC=C(CNC(=O)C3(CC3)NC(=O)C=3C=NC=NC3)C=C2)C=C1)C(F)(F)F (Pyrimidine-5-carboxylic acid{1-[4-(4-acetyl-2-trifluoromethyl-phenoxy)-benzylcarbamoyl]-cyclopropyl}-amide). Isolated yield 21.0%. Reaction SMILES: [OH:1][CH:2]([C:4]1[CH:32]=[CH:31][C:7]([O:8][C:9]2[CH:30]=[CH:29][C:12]([CH2:13][NH:14][C:15]([C:17]3([NH:20][C:21]([C:23]4[CH:24]=[N:25][CH:26]=[N:27][CH:28]=4)=[O:22])[CH2:19][CH2:18]3)=[O:16])=[CH:11][CH:10]=2)=[C:6]([C:33]([F:36])([F:35])[F:34])[CH:5]=1)[CH3:3]>ClCCl.[O-2].[O-2].[Mn+4]>[C:2]([C:4]1[CH:32]=[CH:31][C:7]([O:8][C:9]2[CH:30]=[CH:29][C:12]([CH2:13][NH:14][C:15]([C:17]3([NH:20][C:21]([C:23]4[CH:28]=[N:27][CH:26]=[N:25][CH:24]=4)=[O:22])[CH2:19][CH2:18]3)=[O:16])=[CH:11][CH:10]=2)=[C:6]([C:33]([F:34])([F:35])[F:36])[CH:5]=1)(=[O:1])[CH3:3] |f:2.3.4|. Procedure: A solution of 70 mg (0.14 mmol) of pyrimidine-5-carboxylic acid(1-{4-[4-(1-hydroxyethyl)-2-trifluoromethyl-phenoxy]-benzylcarbamoyl}-cyclopropyl)amide (product from Example 153) in 10 mL dichloromethane was combined with 300 mg (3.5 mmol) of manganese dioxide and stirred for three days at ambient temperature. The mixture was then filtered and evaporated down. The crude product thus obtained was purified by chromatography (reversed phase HPLC). Reactants: COC(CC=1C=C(C(=CC1)OC)C1=C(C=C(C=C1)C(F)(F)F)CNCC)=O ((2′-ethylaminomethyl-6-methoxy-4′-trifluoromethyl-biphenyl-3-yl)-acetic acid methyl ester), O(C1=CC=CC=C1)C(C(=O)Cl)C (2-phenoxypropionyl chloride). The product is COC(CC=1C=C(C(=CC1)OC)C1=C(C=C(C=C1)C(F)(F)F)CN(C(C(C)OC1=CC=CC=C1)=O)CC)=O ((2′-{[Ethyl-(2-phenoxy-propionyl)-amino]-methyl}-6-methoxy-4′-trifluoromethyl-biphenyl-3-yl)-acetic acid methyl ester). RXN SMILES: [CH3:1][O:2][C:3](=[O:27])[CH2:4][C:5]1[CH:6]=[C:7]([C:13]2[CH:18]=[CH:17][C:16]([C:19]([F:22])([F:21])[F:20])=[CH:15][C:14]=2[CH2:23][NH:24][CH2:25][CH3:26])[C:8]([O:11][CH3:12])=[CH:9][CH:10]=1.[O:28]([CH:35]([CH3:39])[C:36](Cl)=[O:37])[C:29]1[CH:34]=[CH:33][CH:32]=[CH:31][CH:30]=1>>[CH3:1][O:2][C:3](=[O:27])[CH2:4][C:5]1[CH:6]=[C:7]([C:13]2[CH:18]=[CH:17][C:16]([C:19]([F:20])([F:22])[F:21])=[CH:15][C:14]=2[CH2:23][N:24]([CH2:25][CH3:26])[C:36](=[O:37])[CH:35]([O:28][C:29]2[CH:34]=[CH:33][CH:32]=[CH:31][CH:30]=2)[CH3:39])[C:8]([O:11][CH3:12])=[CH:9][CH:10]=1. Procedure details: Prepared according to the procedure described in Example 1, Step 6, using the following starting materials: (2′-ethylaminomethyl-6-methoxy-4′-trifluoromethyl-biphenyl-3-yl)-acetic acid methyl ester and 2-phenoxypropionyl chloride.